From a dataset of the Open Reaction Database (ORD), a public repository of structured organic reaction records. describe an organic reaction: reactants, conditions, products, and yield Starting materials: O(C1=CC=CC=C1)C=1C=C(C=O)C=CC1 (3-phenoxybenzaldehyde), ClC(=CC1C(C1C(=O)Cl)(C)C)Cl (3-(2,2-dichloroethenyl)-2,2-dimethylcyclopropanecarbonyl chloride), C([O-])([O-])=O.[Na+].[Na+] (sodium carbonate), [C-]#N.[Na+] (sodium cyanide), N12CCN(CC1)CC2 (1,4-diazabicyclo[2.2.2]octane). Run in CCCCCCCC (n-octane), O (water). The product is ClC(=CC1C(C1C(=O)OC(C1=CC(=CC=C1)OC1=CC=CC=C1)C#N)(C)C)Cl (α-cyano-3-phenoxybenzyl 3-(2,2-dichloroethenyl)-2,2-dimethylcyclopropanecarboxylate). As a reaction SMILES: [C-]#N.[Na+].[N:4]12[CH2:11]CN(CC1)CC2.[O:12]([C:19]1[CH:20]=[C:21]([CH:24]=[CH:25][CH:26]=1)[CH:22]=[O:23])[C:13]1[CH:18]=[CH:17][CH:16]=[CH:15][CH:14]=1.[Cl:27][C:28]([Cl:38])=[CH:29][CH:30]1[CH:32]([C:33](Cl)=[O:34])[C:31]1([CH3:37])[CH3:36].C(=O)([O-])[O-].[Na+].[Na+]>O.CCCCCCCC>[Cl:27][C:28]([Cl:38])=[CH:29][CH:30]1[CH:32]([C:33]([O:23][CH:22]([C:11]#[N:4])[C:21]2[CH:24]=[CH:25][CH:26]=[C:19]([O:12][C:13]3[CH:14]=[CH:15][CH:16]=[CH:17][CH:18]=3)[CH:20]=2)=[O:34])[C:31]1([CH3:36])[CH3:37] |f:0.1,5.6.7|. Reported procedure: Under a dry nitrogen atmosphere a mixture of sodium cyanide (5.9 g, 0.12 mole) and 1,4-diazabicyclo[2.2.2]octane (0.22 g, 0.002 mole) in 10 grams of water was stirred at room temperature. During a one hour period a solution of 3-phenoxybenzaldehyde (20.6 g, 0.1 mole) and 3-(2,2-dichloroethenyl)-2,2-dimethylcyclopropanecarbonyl chloride (24.1 g, 0.105 mole) in 120 ml of n-octane was added to the reaction mixture. After complete addition, the reaction mixture was stirred for one hour. An aqueous s...